Dataset: the Open Reaction Database (ORD), a public repository of structured organic reaction records. Task: describe an organic reaction: reactants, conditions, products, and yield Reactants: FC(C(C(S(=O)(=O)O)(F)F)F)(F)F (3,3,3,2,1,1-hexafluoropropane sulfonic acid), I(=O)C1=CC=CC=C1 (iodosylbenzene), C1(=CC=CC=C1)C (toluene). Run in ClCCl (dichloromethane). Conditions: time 2 hour. Yields the product FC(C(C(S(=O)(=O)[O-])(F)F)F)(F)F.CC1=CC=C(C=C1)[I+]C1=CC=CC=C1 (4-methylphenyl phenyl iodonium 3,3,3,2,1,1-hexafluoropropane sulfonate). Reaction SMILES: [I:1]([C:3]1[CH:8]=[CH:7][CH:6]=[CH:5][CH:4]=1)=O.[F:9][C:10]([F:21])([F:20])[CH:11]([F:19])[C:12]([F:18])([F:17])[S:13]([OH:16])(=[O:15])=[O:14].[C:22]1([CH3:28])[CH:27]=[CH:26][CH:25]=[CH:24][CH:23]=1>ClCCl>[F:21][C:10]([F:9])([F:20])[CH:11]([F:19])[C:12]([F:17])([F:18])[S:13]([O-:16])(=[O:14])=[O:15].[CH3:28][C:22]1[CH:27]=[CH:26][C:25]([I+:1][C:3]2[CH:8]=[CH:7][CH:6]=[CH:5][CH:4]=2)=[CH:24][CH:23]=1 |f:4.5|. Procedure details: To a stirred suspension of 4.40 g (20 mmol) of iodosylbenzene in 100 ml of dichloromethane was added dropwise 4.64 g (20 mmol) of 3,3,3,2,1,1-hexafluoropropane sulfonic acid at 0° C. under exclusion of moisture. The mixture was stirred at room temperature for 2 hours. The temperature was returned to 0° C. again. 1.84 mg (20 mmol) of toluene was added dropwise. After the addition, stirring was continued at room temperature for additional 1 hour. The solvent was evaporated. The oily residue was di... Starting materials: FC1=CC=C(CN2[C@H]3[C@@H]4CC[C@H]([C@H]3C(=C(C2=O)C2=NS(C3=C(N2)C=CC(=C3)C#N)(=O)=O)O)C4)C=C1 ((1R,2S,7R,8S)-3-[3-(4-Fluoro-benzyl)-6-hydroxy-4-oxo-3-aza-tricyclo[6.2.1.02,7]undec-5-en-5-yl]-1,1-dioxo-1,4-dihydro-1λ6-benzo[1,2,4]thiadiazine-7-carbonitrile), Cl (hydrochloric acid). Reagents/catalysts: [Pd] (palladium on carbon). Run in CO (methanol). Reaction conditions: temperature 25 celsius, time 3 hour. The product is Cl.NCC1=CC2=C(NC(=NS2(=O)=O)C=2C(N([C@H]3[C@@H]4CC[C@H]([C@H]3C2O)C4)CC4=CC=C(C=C4)F)=O)C=C1 ((1R,2S,7R,8S)-5-(7-aminomethyl-1,1-dioxo-1,4-dihydro-1λ6-benzo[1,2,4]thiadiazin-3-yl)-3-(4-fluoro-benzyl)-6-hydroxy-3-aza-tricyclo[6.2.1.02,7]undec-5-en-4-one hydrochloride). As a reaction SMILES: [F:1][C:2]1[CH:35]=[CH:34][C:5]([CH2:6][N:7]2[C:16](=[O:17])[C:15]([C:18]3[NH:23][C:22]4[CH:24]=[CH:25][C:26]([C:28]#[N:29])=[CH:27][C:21]=4[S:20](=[O:31])(=[O:30])[N:19]=3)=[C:14]([OH:32])[C@H:13]3[C@@H:8]2[C@H:9]2[CH2:33][C@@H:12]3[CH2:11][CH2:10]2)=[CH:4][CH:3]=1.[ClH:36]>CO.[Pd]>[ClH:36].[NH2:29][CH2:28][C:26]1[CH:25]=[CH:24][C:22]2[NH:23][C:18]([C:15]3[C:16](=[O:17])[N:7]([CH2:6][C:5]4[CH:4]=[CH:3][C:2]([F:1])=[CH:35][CH:34]=4)[C@@H:8]4[C@H:13]([C:14]=3[OH:32])[C@@H:12]3[CH2:33][C@H:9]4[CH2:10][CH2:11]3)=[N:19][S:20](=[O:31])(=[O:30])[C:21]=2[CH:27]=1 |f:4.5|. Procedure details: (1R,2S,7R,8S)-3-[3-(4-Fluoro-benzyl)-6-hydroxy-4-oxo-3-aza-tricyclo[6.2.1.02,7]undec-5-en-5-yl]-1,1-dioxo-1,4-dihydro-1λ6-benzo[1,2,4]thiadiazine-7-carbonitrile (0.38 g, 0.77 mmol) was dissolved in methanol (required gentle heating via heat gun). Concentrated aqueous hydrochloric acid solution (5 mL) was added followed by 10% palladium on carbon (−150 mg). The mixture was degassed and backfilled with hydrogen gas via balloon. The mixture stirred at 25° C. for 3 h. The mixture was passed through ... The reactants are CCCCCCc1c(C(=O)O)sc2ccsc12, [Cu], c1ccc2ncccc2c1. The product is CCCCCCc1csc2ccsc12. Reaction SMILES: [CH2:1]([CH2:2][CH2:3][CH2:4][CH2:5][CH3:6])[c:7]1[c:8]2[c:9]([s:10][c:11]1[C:12]([OH:13])=[O:14])[cH:15][cH:16][s:17]2.[Cu:18].[cH:19]1[cH:20][c:21]2[c:22]([n:23][cH:24][cH:25][cH:26]2)[cH:27][cH:28]1>>[CH2:1]([CH2:2][CH2:3][CH2:4][CH2:5][CH3:6])[c:7]1[c:8]2[c:9]([s:10][cH:11]1)[cH:15][cH:16][s:17]2. Starting materials: C(C)(C)(C)[Si](OC=1C=C(C=CC1CBr)C=1OC2=C(N1)C=CC=C2)(C)C (2-(3-{[tert-butyl-(dimethyl)silyl]oxy}-4-bromomethylphenyl)-1,3-benzoxazole), [C-]#N.[Na+] (sodium cyanide). Solvent: CN(C)C=O (DMF), CCOC(=O)C (EtOAc). Run at temperature 90 celsius, time 8 hour. Product: O1C(=NC2=C1C=CC=C2)C2=CC(=C(C=C2)CC#N)O ([4-(1,3-benzoxazol-2-yl)-2-hydroxyphenyl]acetonitrile). As a reaction SMILES: C([Si](C)(C)[O:6][C:7]1[CH:8]=[C:9]([C:15]2[O:16][C:17]3[CH:23]=[CH:22][CH:21]=[CH:20][C:18]=3[N:19]=2)[CH:10]=[CH:11][C:12]=1[CH2:13]Br)(C)(C)C.[C-:26]#[N:27].[Na+]>CN(C=O)C.CCOC(C)=O>[O:16]1[C:17]2[CH:23]=[CH:22][CH:21]=[CH:20][C:18]=2[N:19]=[C:15]1[C:9]1[CH:10]=[CH:11][C:12]([CH2:13][C:26]#[N:27])=[C:7]([OH:6])[CH:8]=1 |f:1.2|. Reported procedure: The mixture of 2-(3-{[tert-butyl-(dimethyl)silyl]oxy}-4-bromomethylphenyl)-1,3-benzoxazole (1.6 g, 3.8 mmol) and sodium cyanide (560 mg, 11.4 mmol) in DMF (10 mL) was stirred at 90° C. overnight. After cooling to rt, the mixture was diluted with EtOAc (100 mL), washed with H2O (2×50 mL), dried (MgSO4), filtered, and concentrated in vacuo to afford the desired [4-(1,3-benzoxazol-2-yl)-2-hydroxyphenyl]acetonitrile as yellow solid. 1H NMR(CD3OD, 300 MHz), δ10.6(s, 1H), 7.8(m, 2H), 7.7(m, 2H), 7.5(d... Starting materials: NC=1N=C2N(C=C(C=C2)OC=2C=C(C=CC2)NC(=O)C2=NC=CC=C2C)C1 (N-{3-[(2-aminoimidazo[1,2-a]pyridin-6-yl)oxy]phenyl}-3-methylpyridine-2-carboxamide), ClC(C(=O)[O-])CC=O (2-chloro-2-oxoethylacetate), CO (Methanol), C([O-])([O-])=O.[Na+].[Na+] (sodium carbonate). Run in CN(C(C)=O)C (N,N-dimethylacetamide), O1CCCC1 (tetrahydrofuran). Run at time 2 hour. Yields the product OCC(=O)NC=1N=C2N(C=C(C=C2)OC=2C=C(C=CC2)NC(=O)C2=NC=CC=C2C)C1 (N-[3-({2-[(hydroxyacetyl)amino]imidazo[1,2-a]pyridin-6-yl}oxy)phenyl]-3-methylpyridine-2-carboxamide). Isolated yield 40.0%. Reaction SMILES: [NH2:1][C:2]1[N:3]=[C:4]2[CH:9]=[CH:8][C:7]([O:10][C:11]3[CH:12]=[C:13]([NH:17][C:18]([C:20]4[C:25]([CH3:26])=[CH:24][CH:23]=[CH:22][N:21]=4)=[O:19])[CH:14]=[CH:15][CH:16]=3)=[CH:6][N:5]2[CH:27]=1.ClC([CH2:33][CH:34]=[O:35])C([O-])=O.CO.C(=O)([O-])[O-:39].[Na+].[Na+]>CN(C)C(=O)C.O1CCCC1>[OH:39][CH2:33][C:34]([NH:1][C:2]1[N:3]=[C:4]2[CH:9]=[CH:8][C:7]([O:10][C:11]3[CH:12]=[C:13]([NH:17][C:18]([C:20]4[C:25]([CH3:26])=[CH:24][CH:23]=[CH:22][N:21]=4)=[O:19])[CH:14]=[CH:15][CH:16]=3)=[CH:6][N:5]2[CH:27]=1)=[O:35] |f:3.4.5|. Procedure details: To a solution of N-{3-[(2-aminoimidazo[1,2-a]pyridin-6-yl)oxy]phenyl}-3-methylpyridine-2-carboxamide (150 mg, 0.417 mmol) in N,N-dimethylacetamide (5 mL) was added 2-chloro-2-oxoethylacetate (45.0 μL, 0.419 mmol), and the mixture was stirred at room temperature for 2 hr. Methanol, tetrahydrofuran and aqueous sodium carbonate solution were added to the reaction mixture, and the mixture was stirred at 60° C. for 5 hr. The reaction mixture was concentrated under reduced pressure, diluted with aqueo... Reactants: BrC1=CC(=C(C=C1)OC)C (4-bromo-1-methoxy-2-methylbenzene), tetrakis(triphenylphosphie)palladium (0), C[Si](C)(C)C#C (trimethylsilyl acetylene), C(C)(C)NC(C)C (diisopropylamine). Reagents/catalysts: [Cu](I)I (copper iodide). Run in C1(=CC=CC=C1)C (toluene). Reaction conditions: temperature 45 celsius. Product: COC1=C(C=C(C=C1)C#C[Si](C)(C)C)C ([(4-Methoxy-3-methylphenyl)ethynyl](trimethyl)silane). Reaction SMILES: Br[C:2]1[CH:7]=[CH:6][C:5]([O:8][CH3:9])=[C:4]([CH3:10])[CH:3]=1.C(NC(C)C)(C)C.[CH3:18][Si:19]([C:22]#[CH:23])([CH3:21])[CH3:20]>C1(C)C=CC=CC=1.[Cu](I)I>[CH3:9][O:8][C:5]1[CH:6]=[CH:7][C:2]([C:23]#[C:22][Si:19]([CH3:21])([CH3:20])[CH3:18])=[CH:3][C:4]=1[CH3:10]. Procedure details: A solution of 4-bromo-1-methoxy-2-methylbenzene (6.702 g) in toluene was treated with tetrakis(triphenylphosphie)palladium (0) (1.15 g), followed by diisopropylamine (23 mL), trimethylsilyl acetylene (4.7 mL) and copper iodide (I) (0.127 g). The reaction was heated at 45° C. in nitrogen atmosphere overnight and evaporated to dryness. The resultant residue was applied on a large silica pad and eluted with hexane:ethyl acetate (2:1). The elute was evaporated to dryness to give the silane intermedi... Reactants: [OH-].[Na+] (sodium hydroxide), COC1=CC=C(OCCCN2C3CC(CC2CC3)(O[Si](C)(C)C)C(=O)C3=CC=C(C=C3)F)C=C1 ({8-[3-(4-methoxyphenoxy)propyl]-3-trimethylsiloxy-8-azabicyclo[3.2.1]oct-3-yl}4-fluorophenyl methanone), [Cl-].[Na+] (Sodium chloride). The product is COC1=CC=C(OCCCN2C3CC(CC2CC3)(O)C(=O)C3=CC=C(C=C3)F)C=C1 ({8-[3-(4-methoxyphenoxy)propyl]-3-hydroxy-8-azabicyclo-[3.2.1]oct-3-yl}-4-fluorophenyl methanone). RXN SMILES: [OH-].[Na+].[CH3:3][O:4][C:5]1[CH:36]=[CH:35][C:8]([O:9][CH2:10][CH2:11][CH2:12][N:13]2[CH:18]3[CH2:19][CH2:20][CH:14]2[CH2:15][C:16]([C:26]([C:28]2[CH:33]=[CH:32][C:31]([F:34])=[CH:30][CH:29]=2)=[O:27])([O:21][Si](C)(C)C)[CH2:17]3)=[CH:7][CH:6]=1.[Cl-].[Na+]>>[CH3:3][O:4][C:5]1[CH:6]=[CH:7][C:8]([O:9][CH2:10][CH2:11][CH2:12][N:13]2[CH:14]3[CH2:20][CH2:19][CH:18]2[CH2:17][C:16]([C:26]([C:28]2[CH:29]=[CH:30][C:31]([F:34])=[CH:32][CH:33]=2)=[O:27])([OH:21])[CH2:15]3)=[CH:35][CH:36]=1 |f:0.1,3.4|. Reported procedure: 9 ml. of an aqueous solution containing 0.70 g (0.0174 mol) of sodium hydroxide is added and the solution obtained in Step A, above, stirred for 7 hours. Sodium chloride is added to saturate the aqueous solution followed by 100 ml. of diethyl ether. The solution is agitated, the layers partitioned, and the ethereal solution is dried over anhydrous sodium sulfate. The solution is concentrated in vacuo to afford a yellow oil. After drying on a vacuum pump for 3 hours, the oily solid is recrystalli... The reactants are CC(C)(C)c1cccc2c1CCC(O[SiH](c1ccccc1)c1ccccc1)C2=O, COCCOC, CCOC(C)=O, [H-], [Na+], O. Yields the product CCOC(=O)CC1=C(O[SiH](c2ccccc2)c2ccccc2)CCc2c1cccc2C(C)(C)C. RXN SMILES: [C:3]([CH3:4])([CH3:5])([CH3:6])[c:7]1[c:8]2[c:13]([cH:14][cH:15][cH:16]1)[C:12](=[O:17])[CH:11]([O:18][SiH:19]([c:20]1[cH:21][cH:22][cH:23][cH:24][cH:25]1)[c:26]1[cH:27][cH:28][cH:29][cH:30][cH:31]1)[CH2:10][CH2:9]2.[CH2:39]([CH2:40][O:41][CH3:42])[O:43][CH3:44].[CH3:32][CH2:33][O:34][C:35]([CH3:36])=[O:37].[H-:2].[Na+:1].[OH2:38]>>[C:3]([CH3:4])([CH3:5])([CH3:6])[c:7]1[c:8]2[c:13]([cH:14][cH:15][cH:16]1)[C:12]([CH2:36][C:35]([O:34][CH2:33][CH3:32])=[O:37])=[C:11]([O:18][SiH:19]([c:20]1[cH:21][cH:22][cH:23][cH:24][cH:25]1)[c:26]1[cH:27][cH:28][cH:29][cH:30][cH:31]1)[CH2:10][CH2:9]2.